describe an organic reaction: reactants, conditions, products, and yield From a dataset of the Open Reaction Database (ORD), a public repository of structured organic reaction records. The reactants are O.[OH-].[Li+] (lithium hydroxide monohydrate), C(C)OC(=O)C1=NC=C(C=C1)OCC=1N(N=NC1C1=NC=C(C=C1)F)C (5-[5-(5-fluoro-pyridin-2-yl)-3-methyl-3H-[1,2,3]triazol-4-ylmethoxy]-pyridine-2-carboxylic acid ethyl ester). Run in O (water), C1CCOC1 (THF), CO (MeOH). Run at time 2 hour. The product is FC=1C=CC(=NC1)C1=C(N(N=N1)C)COC=1C=CC(=NC1)C(=O)O (5-[5-(5-Fluoro-pyridin-2-yl)-3-methyl-3H-[1,2,3]-triazol-4-ylmethoxy]-pyridine-2-carboxylic acid). Yield: 77.0%. As a reaction SMILES: O.[OH-].[Li+].C([O:6][C:7]([C:9]1[CH:14]=[CH:13][C:12]([O:15][CH2:16][C:17]2[N:18]([CH3:29])[N:19]=[N:20][C:21]=2[C:22]2[CH:27]=[CH:26][C:25]([F:28])=[CH:24][N:23]=2)=[CH:11][N:10]=1)=[O:8])C>O.C1COCC1.CO>[F:28][C:25]1[CH:26]=[CH:27][C:22]([C:21]2[N:20]=[N:19][N:18]([CH3:29])[C:17]=2[CH2:16][O:15][C:12]2[CH:13]=[CH:14][C:9]([C:7]([OH:8])=[O:6])=[N:10][CH:11]=2)=[N:23][CH:24]=1 |f:0.1.2|. Procedure: A solution of lithium hydroxide monohydrate (59 mg, 1.41 mmol) in water (1.8 mL) was added dropwise to a suspension of 5-[5-(5-fluoro-pyridin-2-yl)-3-methyl-3H-[1,2,3]triazol-4-ylmethoxy]-pyridine-2-carboxylic acid ethyl ester (252 mg, 0.71 mmol) in THF (1.8 mL) and MeOH (0.4 mL). The reaction mixture was then stirred at room temperature for 2 h. The reaction mixture was then evaporated and the residue dissolved in water, acidified with HCl (1N), and the resulting precipitate filtered off to aff... The reactants are BrC1=CC(=C(C=2NC(COC21)(O)C=2C=NC=CC2)[N+](=O)[O-])F (8-bromo-6-fluoro-5-nitro-3-pyridin-3-yl-3,4-dihydro-2H-1,4-benzoxazin-3-ol). The reagents and catalysts are [Fe] (Iron). Solvent: C(C)(=O)O (acetic acid). Conditions: temperature 60 celsius. Product: BrC=1C=C(C(=C2N=C(COC21)C=2C=NC=CC2)N)F (8-Bromo-6-fluoro-3-pyridin-3-yl-2H-1,4-benzoxazin-5-amine). As a reaction SMILES: [Br:1][C:2]1[C:11]2[O:10][CH2:9][C:8]([C:13]3[CH:14]=[N:15][CH:16]=[CH:17][CH:18]=3)(O)[NH:7][C:6]=2[C:5]([N+:19]([O-])=O)=[C:4]([F:22])[CH:3]=1>C(O)(=O)C.[Fe]>[Br:1][C:2]1[CH:3]=[C:4]([F:22])[C:5]([NH2:19])=[C:6]2[C:11]=1[O:10][CH2:9][C:8]([C:13]1[CH:14]=[N:15][CH:16]=[CH:17][CH:18]=1)=[N:7]2. Procedure details: Iron (91 mg, 1.6 mmol) was added to a mixture of 8-bromo-6-fluoro-5-nitro-3-pyridin-3-yl-3,4-dihydro-2H-1,4-benzoxazin-3-ol (121.0 mg, 0.3269 mmol) in acetic acid (3 mL), and heated overnight at 60° C. The mixture was extracted with ethyl acetate and the organic layer concentrated. Purification on silica gel eluting ethyl acetate in hexanes afforded product. LCMS calc. for C13H10BrFN3O (M+H)+: m/z=322.0. found: 322.0. Reactants: ClC1=CC2=C(NC3=C(NC2=O)C=CC=C3)N=N1 (2-Chloro-5,10-dihydro-3,4,5,10-tetraaza-dibenzo[a,d]cyclohepten-11-one), Br (HBr). Solvent: CCOC(=O)C (EtOAc), [OH-].[Na+] (NaOH). Reaction conditions: temperature 100 celsius. Product: BrC1=CC2=C(NC3=C(NC2=O)C=CC=C3)N=N1 (2-Bromo-5,10-dihydro-3,4,5,10-tetraaza-dibenzo[a,d]cyclohepten-11-one). The yield is 36.0%. RXN SMILES: Cl[C:2]1[N:17]=[N:16][C:5]2[NH:6][C:7]3[CH:15]=[CH:14][CH:13]=[CH:12][C:8]=3[NH:9][C:10](=[O:11])[C:4]=2[CH:3]=1.[BrH:18]>CCOC(C)=O.[OH-].[Na+]>[Br:18][C:2]1[N:17]=[N:16][C:5]2[NH:6][C:7]3[CH:15]=[CH:14][CH:13]=[CH:12][C:8]=3[NH:9][C:10](=[O:11])[C:4]=2[CH:3]=1 |f:3.4|. Procedure details: 2-Chloro-5,10-dihydro-3,4,5,10-tetraaza-dibenzo[a,d]cyclohepten-11-one from Example 2 (400 mg, 1.62 mmol) was added to HBr (10 ml, 47% in water) and heated at 100° C. for 63 hours. The solution was cooled and diluted with EtOAc and NaOH (1M). The resultant precipitate was collected by filtration, washed with EtOAc and water and then dried under vacuum to give the title compound as a white solid (170 mg, 36%). Starting materials: OC1=C(C=C(C=NN2C=NC=C2)C=C1C(C)(C)C)C(C)(C)C (1-(4-hydroxy-3,5-di-tert.-butylbenzylideneamino)imidazole), C(#N)[BH3-].[Na+] (sodium cyanoborohydride). Run in C(C)(=O)O (acetic acid). Run at time 8 hour. Product: OC1=C(C=C(CNN2C=NC=C2)C=C1C(C)(C)C)C(C)(C)C (1-(4-hydroxy-3,5-di-tert.-butylbenzylamino)imidazole). As a reaction SMILES: [OH:1][C:2]1[C:14]([C:15]([CH3:18])([CH3:17])[CH3:16])=[CH:13][C:5]([CH:6]=[N:7][N:8]2[CH:12]=[CH:11][N:10]=[CH:9]2)=[CH:4][C:3]=1[C:19]([CH3:22])([CH3:21])[CH3:20].C([BH3-])#N.[Na+]>C(O)(=O)C>[OH:1][C:2]1[C:14]([C:15]([CH3:17])([CH3:16])[CH3:18])=[CH:13][C:5]([CH2:6][NH:7][N:8]2[CH:12]=[CH:11][N:10]=[CH:9]2)=[CH:4][C:3]=1[C:19]([CH3:22])([CH3:21])[CH3:20] |f:1.2|. Procedure: 0.9 g of 1-(4-hydroxy-3,5-di-tert.-butylbenzylideneamino)imidazole are suspended in 10 ml of glacial acetic acid and treated with 1.61 g of sodium cyanoborohydride, whereby a solution results. The solution is stirred at room temperature overnight and then evaporated in a vacuum. The residue is treated with 10 ml of water, neutralized (pH=7) with ice-cold saturated sodium bicarbonate solution and extracted three times with 30 ml of methylene chloride each time. The combined organic phases are dri... Starting materials: O=C(OC(C(=O)O)(C(=O)c1ccccc1)C(O)C(=O)O)c1ccccc1, CC(=O)OC(C)C, [Na+], [OH-], CC(C)(C)OC(=O)N1CCC(Nc2cccc3cnccc23)C1. Product: c1cc(NC2CCNC2)c2ccncc2c1. Reaction SMILES: [C:1]([O:2][C:3]([C:4](=[O:5])[c:6]1[cH:7][cH:8][cH:9][cH:10][cH:11]1)([CH:12]([C:13]([OH:14])=[O:15])[OH:16])[C:17]([OH:18])=[O:19])(=[O:20])[c:21]1[cH:22][cH:23][cH:24][cH:25][cH:26]1.[C:50]([O:51][CH:52]([CH3:53])[CH3:54])(=[O:55])[CH3:56].[Na+:58].[OH-:57].[cH:27]1[n:28][cH:29][cH:30][c:31]2[c:32]([NH:37][CH:38]3[CH2:39][N:40]([C:43]([O:44][C:45]([CH3:46])([CH3:47])[CH3:48])=[O:49])[CH2:41][CH2:42]3)[cH:33][cH:34][cH:35][c:36]12>>[cH:27]1[n:28][cH:29][cH:30][c:31]2[c:32]([NH:37][CH:38]3[CH2:39][NH:40][CH2:41][CH2:42]3)[cH:33][cH:34][cH:35][c:36]12.